This data is from the Open Reaction Database (ORD), a public repository of structured organic reaction records. The task is: describe an organic reaction: reactants, conditions, products, and yield Reactants: OC=1C=C2C=CC=NC2=CC1 (6-hydroxyquinoline), [H-].[Na+] (NaH), C(=O)([O-])[O-].[Cs+].[Cs+] (Cs2CO3), BrC(C(=O)N)(C)C (2-bromo-2-methyl-propanamide), [H-].[Na+] (NaH). Solvent: O1CCOCC1 (dioxane), CN1CCCN(C1=O)C (DMPU), CN1CCCC1=O (NMP). Conditions: time 30 minute. Yields the product NC=1C=C2C=CC=NC2=CC1 (6-aminoquinoline). Isolated yield 39.2%. RXN SMILES: O[C:2]1[CH:3]=[C:4]2[C:9](=[CH:10][CH:11]=1)[N:8]=[CH:7][CH:6]=[CH:5]2.[H-].[Na+].C([O-])([O-])=O.[Cs+].[Cs+].BrC(C)(C)C([NH2:24])=O>O1CCOCC1.CN1C(=O)N(C)CCC1.CN1C(=O)CCC1>[NH2:24][C:2]1[CH:3]=[C:4]2[C:9](=[CH:10][CH:11]=1)[N:8]=[CH:7][CH:6]=[CH:5]2 |f:1.2,3.4.5|. Reported procedure: To a solution of 6-hydroxyquinoline (537 mg, 3.70 mmol) in dioxane (20 mL) was added NaH (Aldrich, dry, 300 mg, 12.2 mmol) and Cs2CO3 (4.00 g, 12.2 mmol). The resulting mixture was stirred at room temperature for about 30 minutes, then 2-bromo-2-methyl-propanamide (2.03 g, 12.2 mmol) was added and the resulting mixture was stirred at reflux for 16 h. After the reflux period, NMP (20 mL), DMPU (2 mL), and NaH (Aldrich, dry, 100 mg, 4.07 mmol) were added. The resulting mixture was stirred at 150° ... The reactants are C(C)(=O)OCC (Ethyl acetate), C12CN(CC(CC1)CC2)C(=O)CN2C(C(N=C(C1=C2C=CC=C1)C1=C(C=CC=C1)F)NC(=O)NC1=CC(=CC=C1)O)=O (N-[(3RS)-1-(3-azabicyclo[3.2.2]non-3-yl)carbonylmethyl-2,3-dihydro-5-(2-fluorophenyl)-2-oxo-1H-1,4-benzodiazepin-3-yl]-N'-(3-hydroxyphenyl)urea), C([O-])([O-])=O (carbonate), BrCC(=O)OCC (ethyl bromoacetate). The solvent is O (water), CN(C=O)C (dimethylformamide). Run at time 4 hour. Yields the product C12CN(CC(CC1)CC2)C(=O)CN2C(C(N=C(C1=C2C=CC=C1)C1=C(C=CC=C1)F)NC(=O)NC1=CC(=CC=C1)OCC(=O)OCC)=O (N-[(3RS)-1-(3-azabicyclo[3.2.2]non-3-yl)carbonylmethyl-2,3-dihydro-5-(2-fluorophenyl)-2-oxo-1H-1,4-benzodiazepin-3-yl]-N'-[3-(ethoxycarbonylmethoxy)phenyl]urea). RXN SMILES: [CH:1]12[CH2:9][CH2:8][CH:5]([CH2:6][CH2:7]1)[CH2:4][N:3]([C:10]([CH2:12][N:13]1[C:19]3[CH:20]=[CH:21][CH:22]=[CH:23][C:18]=3[C:17]([C:24]3[CH:29]=[CH:28][CH:27]=[CH:26][C:25]=3[F:30])=[N:16][CH:15]([NH:31][C:32]([NH:34][C:35]3[CH:40]=[CH:39][CH:38]=[C:37]([OH:41])[CH:36]=3)=[O:33])[C:14]1=[O:42])=[O:11])[CH2:2]2.C(=O)([O-])[O-].Br[CH2:48][C:49]([O:51][CH2:52][CH3:53])=[O:50].C(OCC)(=O)C>CN(C)C=O.O>[CH:5]12[CH2:6][CH2:7][CH:1]([CH2:9][CH2:8]1)[CH2:2][N:3]([C:10]([CH2:12][N:13]1[C:19]3[CH:20]=[CH:21][CH:22]=[CH:23][C:18]=3[C:17]([C:24]3[CH:29]=[CH:28][CH:27]=[CH:26][C:25]=3[F:30])=[N:16][CH:15]([NH:31][C:32]([NH:34][C:35]3[CH:40]=[CH:39][CH:38]=[C:37]([O:41][CH2:48][C:49]([O:51][CH2:52][CH3:53])=[O:50])[CH:36]=3)=[O:33])[C:14]1=[O:42])=[O:11])[CH2:4]2. Procedure: A mixture of N-[(3RS)-1-(3-azabicyclo[3.2.2]non-3-yl)carbonylmethyl-2,3-dihydro-5-(2-fluorophenyl)-2-oxo-1H-1,4-benzodiazepin-3-yl]-N'-(3-hydroxyphenyl)urea, pottasium carbonate and ethyl bromoacetate in dimethylformamide was stirred at room temperature for 4 hours. Ethyl acetate and water were added to the reaction mixture. The organic layer was separated, washed with water and brine, and dried over magnesium sulfate. The organic solvent was evaporated to dryness, and washed with isopropyl ethe...